Dataset: the Open Reaction Database (ORD), a public repository of structured organic reaction records. Task: describe an organic reaction: reactants, conditions, products, and yield The reactants are Cl.NCC(=O)NC(C1=CC=CC=C1)C1=CC=C(C=C1)Cl (rac-2-amino-N-[(4-chloro-phenyl)-phenyl-methyl]-acetamide hydrochloride), COC1=C(C=C(C(=O)O)C=C1)C (4-methoxy-3-methylbenzoic acid). Yields the product ClC1=CC=C(C=C1)C(C1=CC=CC=C1)NC(=O)CNC(C1=CC(=C(C=C1)OC)C)=O (rac-N-({[(4-Chloro-phenyl)-phenyl-methyl]-carbamoyl}-methyl)-4-methoxy-3-methyl-benzamide). As a reaction SMILES: Cl.[NH2:2][CH2:3][C:4]([NH:6][CH:7]([C:14]1[CH:19]=[CH:18][C:17]([Cl:20])=[CH:16][CH:15]=1)[C:8]1[CH:13]=[CH:12][CH:11]=[CH:10][CH:9]=1)=[O:5].[CH3:21][O:22][C:23]1[CH:31]=[CH:30][C:26]([C:27](O)=[O:28])=[CH:25][C:24]=1[CH3:32]>>[Cl:20][C:17]1[CH:18]=[CH:19][C:14]([CH:7]([NH:6][C:4]([CH2:3][NH:2][C:27](=[O:28])[C:26]2[CH:30]=[CH:31][C:23]([O:22][CH3:21])=[C:24]([CH3:32])[CH:25]=2)=[O:5])[C:8]2[CH:13]=[CH:12][CH:11]=[CH:10][CH:9]=2)=[CH:15][CH:16]=1 |f:0.1|. Procedure: Prepared in analogy to example 1.12 from rac-2-amino-N-[(4-chloro-phenyl)-phenyl-methyl]-acetamide hydrochloride (Example 3.1) and 4-methoxy-3-methylbenzoic acid. MS (m/e): 420.8 (MH−, 100%). Reactants: CC(C)(C)O[SiH](OC(C)(C)C)OC(C)(C)C, C=Cc1ccccc1, Cc1ccccc1C, c1ccc2c(c1)Nc1ccccc1S2. The product is CC(C)(C)O[Si](C=Cc1ccccc1)(OC(C)(C)C)OC(C)(C)C. As a reaction SMILES: [C:1]([CH3:2])([CH3:3])([CH3:4])[O:5][SiH:6]([O:7][C:8]([CH3:9])([CH3:10])[CH3:11])[O:12][C:13]([CH3:14])([CH3:15])[CH3:16].[CH2:17]=[CH:18][c:19]1[cH:20][cH:21][cH:22][cH:23][cH:24]1.[c:39]1([CH3:40])[c:41]([CH3:42])[cH:43][cH:44][cH:45][cH:46]1.[cH:25]1[c:26]2[c:35]([cH:36][cH:37][cH:38]1)[S:34][c:29]1[c:28]([cH:33][cH:32][cH:31][cH:30]1)[NH:27]2>>[C:1]([CH3:2])([CH3:3])([CH3:4])[O:5][Si:6]([O:7][C:8]([CH3:9])([CH3:10])[CH3:11])([O:12][C:13]([CH3:14])([CH3:15])[CH3:16])[CH:17]=[CH:18][c:19]1[cH:20][cH:21][cH:22][cH:23][cH:24]1.